From a dataset of the Open Reaction Database (ORD), a public repository of structured organic reaction records. describe an organic reaction: reactants, conditions, products, and yield The product is BrC1=CC=C(C=N1)N1N=C(C=2C[C@@H]3[C@H](C12)C3)C(=O)O ((1aR,5aR)-2-(6-Bromopyridin-3-yl)-1a,2,5,5a-tetrahydro-1H-2,3-diaza-cyclopropa[a]pentalene-4-carboxylic Acid). Procedure details: The title compound was prepared in a manner similar to that described in Method B using (1aR,5aR)-2-(6-bromopyridin-3-yl)-1a,2,5,5a-tetrahydro-1H-2,3-diaza-cyclopropa[a]pentalene-4-carboxylic acid ethyl ester and 2.0 M sodium hydroxide. LCMS m/z=320.1 [M+H]+; 1H NMR (400 MHz, DMSO-d6) δ ppm 0.49 (td, J=4.7, 3.4 Hz, 1H), 1.25 (td, J=7.8, 4.8 Hz, 1H), 2.30-1.36 (m, 1H), 2.61-2.66 (m, 1H), 2.76 (d, J=16.6 Hz, 1H), 2.90 (dd, J=16.6, 6.4 Hz, 1H), 7.83 (dd, J=8.6, 0.5 Hz, 1H), 8.16 (dd, J=8.6, 2.9 Hz,... Reaction SMILES: C([O:3][C:4]([C:6]1[C:7]2[CH2:8][C@H:9]3[CH2:21][C@H:10]3[C:11]=2[N:12]([C:14]2[CH:15]=[N:16][C:17]([Br:20])=[CH:18][CH:19]=2)[N:13]=1)=[O:5])C.[OH-].[Na+]>>[Br:20][C:17]1[N:16]=[CH:15][C:14]([N:12]2[C:11]3[C@@H:10]4[CH2:21][C@@H:9]4[CH2:8][C:7]=3[C:6]([C:4]([OH:5])=[O:3])=[N:13]2)=[CH:19][CH:18]=1 |f:1.2|. Reactants: C(C)OC(=O)C=1C=2C[C@@H]3[C@H](C2N(N1)C=1C=NC(=CC1)Br)C3 ((1aR,5aR)-2-(6-bromopyridin-3-yl)-1a,2,5,5a-tetrahydro-1H-2,3-diaza-cyclopropa[a]pentalene-4-carboxylic acid ethyl ester), [OH-].[Na+] (sodium hydroxide). Starting materials: ON1N=NC2=C1C=CC=C2 (1-hydroxybenzotriazole), Cl.CN(CCCN=C=NCC)C (1-(3-dimethylaminopropyl)-3-ethylcarbodiimide hydrochloride), FC(C(=O)O)(F)F.C1(=CC=CC=C1)C1=CC=C(CN)C=C1 (4-phenylbenzylamine trifluoroacetate), C(C)(C)(C)OC(=O)NCC(=O)N[C@@H]1C[C@H](N(C1)C(=O)OC(C)(C)C)C(=O)O (trans-4-(N-tert-butoxycarbonylglycylamino)-N-tert-butoxycarbonyl-L-proline). Run in ClCCl (dichloromethane), C(C)N(CC)CC (Triethylamine). Conditions: time 16 hour. Yields the product C1(=CC=CC=C1)C1=CC=C(CNC([C@H]2N(C[C@@H](C2)NC(CNC(=O)OC(C)(C)C)=O)C(=O)OC(C)(C)C)=O)C=C1 (N-tert-Butoxycarbonyl-trans-4-(N-tert-Butoxycabonylglycylamino)-L-Proline 4-Phenylbenzylamide). The yield is 83.2%. Reaction SMILES: ON1C2C=CC=CC=2N=N1.Cl.CN(C)CCCN=C=NCC.FC(F)(F)C(O)=O.[C:30]1([C:36]2[CH:43]=[CH:42][C:39]([CH2:40][NH2:41])=[CH:38][CH:37]=2)[CH:35]=[CH:34][CH:33]=[CH:32][CH:31]=1.[C:44]([O:48][C:49]([NH:51][CH2:52][C:53]([NH:55][C@H:56]1[CH2:60][N:59]([C:61]([O:63][C:64]([CH3:67])([CH3:66])[CH3:65])=[O:62])[C@H:58]([C:68](O)=[O:69])[CH2:57]1)=[O:54])=[O:50])([CH3:47])([CH3:46])[CH3:45]>ClCCl.C(N(CC)CC)C>[C:30]1([C:36]2[CH:37]=[CH:38][C:39]([CH2:40][NH:41][C:68](=[O:69])[C@@H:58]3[CH2:57][C@@H:56]([NH:55][C:53](=[O:54])[CH2:52][NH:51][C:49]([O:48][C:44]([CH3:47])([CH3:46])[CH3:45])=[O:50])[CH2:60][N:59]3[C:61]([O:63][C:64]([CH3:67])([CH3:66])[CH3:65])=[O:62])=[CH:42][CH:43]=2)[CH:31]=[CH:32][CH:33]=[CH:34][CH:35]=1 |f:1.2,3.4|. Procedure details: Triethylamine (130 μL), 1-hydroxybenzotriazole (59 mg), and 1-(3-dimethylaminopropyl)-3-ethylcarbodiimide hydrochloride (89 mg) were added to a solution of the 4-phenylbenzylamine trifluoroacetate (B, 126 mg) and trans-4-(N-tert-butoxycarbonylglycylamino)-N-tert-butoxycarbonyl-L-proline (Compound D103 (B), 150 mg) in dichloromethane (10 mL) at 0° C. The mixture was stirred at room temperature for 16 hr and concentrated in vacuo. The residue was diluted with ethyl acetate and washed with 1 N hydr... Starting materials: C1=C(C2=NNCCCCCCCC2)CCCCCCCCC1, C1CCC2=NCCCN2CC1, CC(C)S, CCOC(C)=O, COc1ccc2sc(C(N)=O)c(Cl)c2c1, CN(C)C=O. Product: COc1ccc2sc(C(N)=O)c(SC(C)C)c2c1. RXN SMILES: [C:20]1([C:21]2=[CH:31][CH2:30][CH2:29][CH2:28][CH2:27][CH2:26][CH2:25][CH2:24][CH2:23][CH2:22]2)=[N:41][NH:40][CH2:39][CH2:38][CH2:37][CH2:36][CH2:35][CH2:34][CH2:33][CH2:32]1.[CH2:42]1[CH2:43][CH2:44][C:45]2=[N:50][CH2:49][CH2:48][CH2:47][N:46]2[CH2:51][CH2:52]1.[CH3:1][CH:2]([CH3:3])[SH:4].[CH3:58][CH2:59][O:60][C:61](=[O:62])[CH3:63].[Cl:5][c:6]1[c:7]2[c:8]([s:9][c:10]1[C:11](=[O:12])[NH2:13])[cH:14][cH:15][c:16]([O:18][CH3:19])[cH:17]2.[O:53]=[CH:54][N:55]([CH3:56])[CH3:57]>>[CH3:1][CH:2]([CH3:3])[S:4][c:6]1[c:7]2[c:8]([s:9][c:10]1[C:11](=[O:12])[NH2:13])[cH:14][cH:15][c:16]([O:18][CH3:19])[cH:17]2. The reactants are ClC1=CC=C(C=C1)C=1C(=CC=CC1)C=O (4′-chlorobiphenyl-2-carboxaldehyde), N1C[C@H](CCC1)NC(OC(C)(C)C)=O ((S)-tert-butyl piperidin-3-ylcarbamate), N1(CCNCC1)C(=O)OC(C)(C)C (tert-butyl piperazine-1-carboxylate). The product is O1CCC(CC1)N1C[C@H](CCC1)NC(OC(C)(C)C)=O ((S)-tert-butyl 1-(tetrahydro-2H-pyran-4-yl)piperidin-3-ylcarbamate). Reaction SMILES: ClC1C=CC(C2[C:9]([CH:14]=[O:15])=[CH:10][CH:11]=[CH:12]C=2)=CC=1.[NH:16]1[CH2:21][CH2:20][CH2:19][C@H:18]([NH:22][C:23](=[O:29])[O:24][C:25]([CH3:28])([CH3:27])[CH3:26])[CH2:17]1.N1(C(OC(C)(C)C)=O)CCNCC1>>[O:15]1[CH2:14][CH2:9][CH:10]([N:16]2[CH2:21][CH2:20][CH2:19][C@H:18]([NH:22][C:23](=[O:29])[O:24][C:25]([CH3:27])([CH3:26])[CH3:28])[CH2:17]2)[CH2:11][CH2:12]1. Procedure details: The title compound was prepared by substituting dihydro-2H-pyran-4(3H)-one for 4′-chlorobiphenyl-2-carboxaldehyde and (S)-tert-butyl piperidin-3-ylcarbamate for tert-butyl piperazine-1-carboxylate on EXAMPLE 1A. Starting materials: COc1cc2c(Cl)ccnc2cc1OCc1ccccc1, CN(C)c1ccncc1, Clc1ccccc1Cl, O, Cc1nc2ccncc2cc1O. Yields the product COc1cc2c(Oc3cc4cnccc4nc3C)ccnc2cc1OCc1ccccc1. RXN SMILES: [CH2:13]([c:14]1[cH:15][cH:16][cH:17][cH:18][cH:19]1)[O:20][c:21]1[c:22]([O:32][CH3:33])[cH:23][c:24]2[c:25]([Cl:31])[cH:26][cH:27][n:28][c:29]2[cH:30]1.[CH3:35][N:36]([CH3:37])[c:38]1[cH:39][cH:40][n:41][cH:42][cH:43]1.[Cl:44][c:45]1[cH:46][cH:47][cH:48][cH:49][c:50]1[Cl:51].[OH2:34].[OH:1][c:2]1[c:3]([CH3:12])[n:4][c:5]2[cH:6][cH:7][n:8][cH:9][c:10]2[cH:11]1>>[O:1]([c:2]1[c:3]([CH3:12])[n:4][c:5]2[cH:6][cH:7][n:8][cH:9][c:10]2[cH:11]1)[c:25]1[c:24]2[cH:23][c:22]([O:32][CH3:33])[c:21]([O:20][CH2:13][c:14]3[cH:15][cH:16][cH:17][cH:18][cH:19]3)[cH:30][c:29]2[n:28][cH:27][cH:26]1. The reactants are CCCC(=O)N1CCC(N(C(=O)Nc2ncc(SC#N)s2)C2CCC(C)CC2)CC1, ClCCN1CCOCC1, OC(CS)C(O)CS. The product is CCCC(=O)N1CCC(N(C(=O)Nc2ncc(SCCN3CCOCC3)s2)C2CCC(C)CC2)CC1. Reaction SMILES: [C:1]([CH2:2][CH2:3][CH3:4])(=[O:5])[N:6]1[CH2:7][CH2:8][CH:9]([N:12]([C:13](=[O:14])[NH:15][c:16]2[s:17][c:18]([S:21][C:22]#[N:23])[cH:19][n:20]2)[CH:24]2[CH2:25][CH2:26][CH:27]([CH3:30])[CH2:28][CH2:29]2)[CH2:10][CH2:11]1.[Cl:39][CH2:40][CH2:41][N:42]1[CH2:43][CH2:44][O:45][CH2:46][CH2:47]1.[SH:31][CH2:32][CH:33]([CH:34]([CH2:35][SH:36])[OH:37])[OH:38]>>[C:1]([CH2:2][CH2:3][CH3:4])(=[O:5])[N:6]1[CH2:7][CH2:8][CH:9]([N:12]([C:13](=[O:14])[NH:15][c:16]2[s:17][c:18]([S:21][CH2:40][CH2:41][N:42]3[CH2:43][CH2:44][O:45][CH2:46][CH2:47]3)[cH:19][n:20]2)[CH:24]2[CH2:25][CH2:26][CH:27]([CH3:30])[CH2:28][CH2:29]2)[CH2:10][CH2:11]1. The reactants are Cc1ccsc1Br, C1CCOC1, CCOCC, [Cl-], O=C1Nc2ccc(Cl)cc2C1=O, I, [Mg], [NH4+]. Product: Cc1ccsc1C1(O)C(=O)Nc2ccc(Cl)cc21. RXN SMILES: [Br:2][c:3]1[s:4][cH:5][cH:6][c:7]1[CH3:8].[CH2:29]1[O:30][CH2:31][CH2:32][CH2:33]1.[CH3:24][CH2:25][O:26][CH2:27][CH3:28].[Cl-:22].[Cl:10][c:11]1[cH:12][c:13]2[c:17]([cH:18][cH:19]1)[NH:16][C:15](=[O:20])[C:14]2=[O:21].[I:9].[Mg:1].[NH4+:23]>>[c:3]1([C:14]2([OH:21])[c:13]3[cH:12][c:11]([Cl:10])[cH:19][cH:18][c:17]3[NH:16][C:15]2=[O:20])[s:4][cH:5][cH:6][c:7]1[CH3:8]. The reactants are OC1=C2C(NC=N1)=NC(=C2)N (4-hydroxy-6-aminopyrrolo[2,3-d]pyrimidine), C(C(C)(C)C)(=O)Cl (pivaloyl chloride). Run in N1=CC=CC=C1 (pyridine). Reaction conditions: time 30 minute. Yields the product OC1=C2C(NC=N1)=NC(=C2)NC(C(C)(C)C)=O (4-hydroxy-6-pivaloylaminopyrrolo[2,3-d]pyrimidine). The yield is 89.6%. Reaction SMILES: [OH:1][C:2]1[N:7]=[CH:6][NH:5][C:4]2=[N:8][C:9]([NH2:11])=[CH:10][C:3]=12.[C:12](Cl)(=[O:17])[C:13]([CH3:16])([CH3:15])[CH3:14]>N1C=CC=CC=1>[OH:1][C:2]1[N:7]=[CH:6][NH:5][C:4]2=[N:8][C:9]([NH:11][C:12](=[O:17])[C:13]([CH3:16])([CH3:15])[CH3:14])=[CH:10][C:3]=12. Procedure details: A mixture of 3.0 g (0.02 mole) of 4-hydroxy-6-aminopyrrolo[2,3-d]pyrimidine and 8.4 g (0.07 mol) of pivaloyl chloride in 40 mL of pyridine is stirred for 30 minutes at from 80° to 90° C., the mixture then evaporated to dryness, and the residue dissolved in 30 mL of methanol. Addition of 10% aqueous ammonia yields 4.2 g (89%) of 4-hydroxy-6-pivaloylaminopyrrolo[2,3-d]pyrimidine which can be further purified by chromatography through silica gel, eluting with 8% methanol in methylene p chloride. mp... Run in O (water). Product: N1=CC=C(C=C1)CC#N (4-pyridylacetonitrile). RXN SMILES: [C-:1]#[N:2].[K+].Cl.[N:5]1[CH:10]=[CH:9][C:8]([CH2:11]Cl)=[CH:7][CH:6]=1.CO>O>[N:5]1[CH:10]=[CH:9][C:8]([CH2:11][C:1]#[N:2])=[CH:7][CH:6]=1 |f:0.1,2.3|. The reactants are [C-]#N.[K+] (potassium cyanide), Cl.N1=CC=C(C=C1)CCl (4-picolyl chloride hydrochloride), CO (methanol). Yield: 37.1%. Procedure details: A solution of potassium cyanide (25 g) in water (133 ml) and of 4-picolyl chloride hydrochloride (30 g) in reagent grade methanol (268 ml) was heated under reflux for 2 hours, concentrated under vacuum, diluted with water (500 ml) and extracted with CHCl3 (4×100 ml). Distillation of the extract afforded a single fraction of 4-pyridylacetonitrile (8.026 g), b.p. 84° C. at 0.15 mm Hg. This was dissolved in dry dimethylformamide (130 ml) and stirred with sodium hydride (3.4 g, 50% w/v dispersion in... The reactants are CO, COc1ccc(C(OCCOCCOCCOCCON2C(=O)c3ccccc3C2=O)(c2ccccc2)c2ccc(OC)cc2)cc1, ClCCl, O=C(O)C(Cl)Cl. Yields the product O=C1c2ccccc2C(=O)N1OCCOCCOCCOCCO. RXN SMILES: [CH3:7][OH:8].[CH3:9][O:10][c:11]1[cH:12][cH:13][c:14]([C:15]([c:16]2[cH:17][cH:18][cH:19][cH:20][cH:21]2)([c:22]2[cH:23][cH:24][c:25]([O:26][CH3:27])[cH:28][cH:29]2)[O:30][CH2:31][CH2:32][O:33][CH2:34][CH2:35][O:36][CH2:37][CH2:38][O:39][CH2:40][CH2:41][O:42][N:43]2[C:44](=[O:53])[c:45]3[c:46]([cH:49][cH:50][cH:51][cH:52]3)[C:47]2=[O:48])[cH:54][cH:55]1.[Cl:56][CH2:57][Cl:58].[OH:1][C:2]([CH:3]([Cl:4])[Cl:5])=[O:6]>>[OH:30][CH2:31][CH2:32][O:33][CH2:34][CH2:35][O:36][CH2:37][CH2:38][O:39][CH2:40][CH2:41][O:42][N:43]1[C:44](=[O:53])[c:45]2[c:46]([cH:49][cH:50][cH:51][cH:52]2)[C:47]1=[O:48].